From a dataset of the Open Reaction Database (ORD), a public repository of structured organic reaction records. describe an organic reaction: reactants, conditions, products, and yield Starting materials: CCO, CCOC(C)=O, [Cl-], Nc1cc(Cl)c(I)cc1[N+](=O)[O-], [Fe], [NH4+], O. Yields the product Nc1cc(Cl)c(I)cc1N. As a reaction SMILES: [CH3:15][CH2:16][OH:17].[CH3:19][CH2:20][O:21][C:22]([CH3:23])=[O:24].[Cl-:13].[Cl:1][c:2]1[c:3]([I:12])[cH:4][c:5]([N+:9]([O-:10])=[O:11])[c:6]([NH2:7])[cH:8]1.[Fe:25].[NH4+:14].[OH2:18]>>[Cl:1][c:2]1[c:3]([I:12])[cH:4][c:5]([NH2:9])[c:6]([NH2:7])[cH:8]1. Starting materials: COc1ccc2occ(COc3cccc4[nH]c(C(=O)O)cc34)c2c1, Cl, Cl, Cl, NC1CCN(CCN2CCCCCC2)CC1. The product is COc1ccc2occ(COc3cccc4[nH]c(C(=O)NC5CCN(CCN6CCCCCC6)CC5)cc34)c2c1. As a reaction SMILES: [CH3:1][O:2][c:3]1[cH:4][cH:5][c:6]2[c:7]([c:8]([CH2:11][O:12][c:13]3[c:14]4[cH:15][c:16]([C:22](=[O:23])[OH:24])[nH:17][c:18]4[cH:19][cH:20][cH:21]3)[cH:9][o:10]2)[cH:25]1.[ClH:26].[ClH:27].[ClH:28].[N:29]1([CH2:36][CH2:37][N:38]2[CH2:39][CH2:40][CH:41]([NH2:44])[CH2:42][CH2:43]2)[CH2:30][CH2:31][CH2:32][CH2:33][CH2:34][CH2:35]1>>[CH3:1][O:2][c:3]1[cH:4][cH:5][c:6]2[c:7]([c:8]([CH2:11][O:12][c:13]3[c:14]4[cH:15][c:16]([C:22](=[O:24])[NH:44][CH:41]5[CH2:40][CH2:39][N:38]([CH2:37][CH2:36][N:29]6[CH2:30][CH2:31][CH2:32][CH2:33][CH2:34][CH2:35]6)[CH2:43][CH2:42]5)[nH:17][c:18]4[cH:19][cH:20][cH:21]3)[cH:9][o:10]2)[cH:25]1. The reactants are N1C=CC=2C1=C(N=CC2)NC(C)=O (N-(1H-pyrrolo[2,3-c]pyridin-7-yl) acetamide), ClC1=C(C(=CC(=C1)C(NCC)=O)Cl)C(=O)Cl (2,6-dichloro-4-(ethylcarbamoyl)benzene carbonyl chloride). Product: C(C)(=O)NC=1N=CC=C2C1NC=C2C(=O)C2=C(C=C(C(=O)NCC)C=C2Cl)Cl (4-{[7-(Acetylamino)-1H-pyrrolo[2,3-c]pyridin-3-yl]carbonyl}-3,5-dichloro-N-ethylbenzamide). As a reaction SMILES: [NH:1]1[C:5]2=[C:6]([NH:10][C:11](=[O:13])[CH3:12])[N:7]=[CH:8][CH:9]=[C:4]2[CH:3]=[CH:2]1.[Cl:14][C:15]1[CH:20]=[C:19]([C:21](=[O:25])[NH:22][CH2:23][CH3:24])[CH:18]=[C:17]([Cl:26])[C:16]=1[C:27](Cl)=[O:28]>>[C:11]([NH:10][C:6]1[N:7]=[CH:8][CH:9]=[C:4]2[C:3]([C:27]([C:16]3[C:17]([Cl:26])=[CH:18][C:19]([C:21]([NH:22][CH2:23][CH3:24])=[O:25])=[CH:20][C:15]=3[Cl:14])=[O:28])=[CH:2][NH:1][C:5]=12)(=[O:13])[CH3:12]. Reported procedure: 4-{[7-(Acetylamino)-1H-pyrrolo[2,3-c]pyridin-3-yl]carbonyl}-3,5-dichloro-N-ethylbenzamide was prepared from N-(1H-pyrrolo[2,3-c]pyridin-7-yl) acetamide and 2,6-dichloro-4-(ethylcarbamoyl)benzene carbonyl chloride (Compound No. 9).